From a dataset of the Open Reaction Database (ORD), a public repository of structured organic reaction records. describe an organic reaction: reactants, conditions, products, and yield Starting materials: [BH4-], CC(C)(C)c1ccc(C=O)cc1, O=C([O-])[O-], CO, NCCc1ccc(F)c(Cl)c1, Cl, Cl, [K+], [K+], [Na+]. Product: CC(C)(C)c1ccc(CNCCc2ccc(F)c(Cl)c2)cc1. RXN SMILES: [BH4-:31].[C:1]([CH3:2])([CH3:3])([CH3:4])[c:5]1[cH:6][cH:7][c:8]([CH:9]=[O:10])[cH:11][cH:12]1.[C:25](=[O:26])([O-:27])[O-:28].[CH3:34][OH:35].[Cl:14][c:15]1[cH:16][c:17]([CH2:22][CH2:23][NH2:24])[cH:18][cH:19][c:20]1[F:21].[ClH:13].[ClH:33].[K+:29].[K+:30].[Na+:32]>>[C:1]([CH3:2])([CH3:3])([CH3:4])[c:5]1[cH:6][cH:7][c:8]([CH2:9][NH:24][CH2:23][CH2:22][c:17]2[cH:16][c:15]([Cl:14])[c:20]([F:21])[cH:19][cH:18]2)[cH:11][cH:12]1. Reaction SMILES: Cl[C:2]1[N:7]=[CH:6][N:5]=[C:4]([N:8]2[CH:12]=[N:11][C:10]([NH:13][C:14]3[CH:19]=[CH:18][CH:17]=[CH:16][CH:15]=3)=[N:9]2)[CH:3]=1.[NH2:20][C@H:21]1[CH2:26][CH2:25][CH2:24][N:23](C(OC(C)(C)C)=O)[CH2:22]1.CCN(C(C)C)C(C)C>O1CCOCC1.C(OCC)(=O)C>[C:14]1([NH:13][C:10]2[N:11]=[CH:12][N:8]([C:4]3[N:5]=[CH:6][N:7]=[C:2]([NH:20][CH:21]4[CH2:26][CH2:25][CH2:24][NH:23][CH2:22]4)[CH:3]=3)[N:9]=2)[CH:19]=[CH:18][CH:17]=[CH:16][CH:15]=1. Run at temperature 80 celsius, time 2 hour. Yields the product C1(=CC=CC=C1)NC1=NN(C=N1)C1=CC(=NC=N1)NC1CNCCC1 ([6-(3-Phenylamino-[1,2,4]triazol-1-yl)-pyrimidin-4-yl]-piperidin-3-yl-amine). Solvent: C(C)(=O)OCC (ethyl acetate), O1CCOCC1 (dioxane). Procedure: To a suspension of [1-(6-Chloro-pyrimidin-4-yl)-1H-[1,2,4]triazol-3-yl]-phenyl-amine (0.25 mmol) in dioxane (5 ml), was added some (S)-3-amino-N-boc-piperidine (1 mmol, 4 equivalents) and DIPEA (1 mmol, 4 equivalents). The reaction mixture was stirred at 80° C. for two hours then 100° C. for eighteen hours. The reaction mixture was diluted with ethyl acetate (50 ml). The organic layer was washed with 10% citric acid, saturated sodium bicarbonate and brine. The organic layer was dried over magnes... The reactants are N[C@@H]1CN(CCC1)C(=O)OC(C)(C)C ((S)-3-amino-N-boc-piperidine), CCN(C(C)C)C(C)C (DIPEA), ClC1=CC(=NC=N1)N1N=C(N=C1)NC1=CC=CC=C1 ([1-(6-Chloro-pyrimidin-4-yl)-1H-[1,2,4]triazol-3-yl]-phenyl-amine). Reactants: C(CC(=O)C)(=O)OCCCC (1-butyl acetoacetate), C1(CC(C(CC1)C(C)C)O)C ((-)-menthol), C(CC(=O)C)(=O)OCCCC (1-butyl acetoacetate). The solvent is C1(=CC=CC=C1)C (toluene), C1(=CC=CC=C1)C (toluene). Run at temperature 23 celsius. Product: C(CC(=O)C)(=O)O[C@@H]1C[C@@H](CC[C@H]1C(C)C)C ((1R,3R,4S)-p-Menth-3-yl Acetoacetate). The yield is 114.5%. RXN SMILES: [CH:1]1([CH3:11])[CH2:6][CH2:5][CH:4]([CH:7]([CH3:9])[CH3:8])[CH:3]([OH:10])[CH2:2]1.[C:12](OCCCC)(=[O:17])[CH2:13][C:14]([CH3:16])=[O:15]>C1(C)C=CC=CC=1>[C:12]([O:10][C@H:3]1[C@H:4]([CH:7]([CH3:8])[CH3:9])[CH2:5][CH2:6][C@@H:1]([CH3:11])[CH2:2]1)(=[O:17])[CH2:13][C:14]([CH3:16])=[O:15]. Procedure details: A solution of (-)-menthol (23.0 g, 147 mmol, 1 equiv) and 1-butyl acetoacetate (20.0 ml, 121 mmol, 0.80 equiv) in toluene (50 mL) was heated at reflux for 12 h, then was cooled to 23° C. Volatiles were removed in vacuo and toluene (20 mL) and 1-butyl acetoacetate (12.2 mL, 73.5 mmol, 0.50 equiv) were added to the residue. The resulting solution was heated at reflux for 12 h, then was cooled to 23° C. The cooled reaction mixture was concentrated in vacuo and the residue was purified by distillati... Reactants: CC(C)(C)OC(=O)C1CCCN1C(=O)COc1cccc(O)c1, ClCCl, Cl, C1COCCO1. The product is O=C(O)C1CCCN1C(=O)COc1cccc(O)c1. RXN SMILES: [C:1]([CH3:2])([CH3:3])([CH3:4])[O:5][C:6](=[O:7])[CH:8]1[N:9]([C:13]([CH2:14][O:15][c:16]2[cH:17][c:18]([OH:22])[cH:19][cH:20][cH:21]2)=[O:23])[CH2:10][CH2:11][CH2:12]1.[Cl:25][CH2:26][Cl:27].[ClH:24].[O:28]1[CH2:29][CH2:30][O:31][CH2:32][CH2:33]1>>[O:5]=[C:6]([OH:7])[CH:8]1[N:9]([C:13]([CH2:14][O:15][c:16]2[cH:17][c:18]([OH:22])[cH:19][cH:20][cH:21]2)=[O:23])[CH2:10][CH2:11][CH2:12]1. Reactants: BrC=1C(=NC=C(C(=O)NC2=CC=C(C=C2)OC(F)(F)Cl)C1)Cl (5-bromo-6-chloro-N-(4-(chlorodifluoromethoxy)phenyl)nicotinamide), CNCCO (2-methylamino-ethanol). The product is BrC=1C(=NC=C(C(=O)NC2=CC=C(C=C2)OC(F)(F)Cl)C1)N(C)CCO (5-Bromo-N-(4-(chlorodifluoromethoxy)phenyl)-6-((2-hydroxyethyl)(methyl)amino)nicotinamide). As a reaction SMILES: [Br:1][C:2]1[C:3](Cl)=[N:4][CH:5]=[C:6]([CH:21]=1)[C:7]([NH:9][C:10]1[CH:15]=[CH:14][C:13]([O:16][C:17]([Cl:20])([F:19])[F:18])=[CH:12][CH:11]=1)=[O:8].[CH3:23][NH:24][CH2:25][CH2:26][OH:27]>>[Br:1][C:2]1[C:3]([N:24]([CH2:25][CH2:26][OH:27])[CH3:23])=[N:4][CH:5]=[C:6]([CH:21]=1)[C:7]([NH:9][C:10]1[CH:15]=[CH:14][C:13]([O:16][C:17]([Cl:20])([F:19])[F:18])=[CH:12][CH:11]=1)=[O:8]. Procedure: The title compound was prepared in an analogous fashion to that described in Stage 22.1 using 5-bromo-6-chloro-N-(4-(chlorodifluoromethoxy)phenyl)nicotinamide (Stage 22.2) and 2-methylamino-ethanol to afford a white crystalline solid. HPLC (Condition 4) tR=5.72 min, UPLC-MS (Condition 3) tR=1.14 min, m/z=452.2 [M+H]+. Starting materials: [Br-].C[N+](C1=CC=CC=C1)(C)C.BrBr (N,N,N-Trimethylanilinium bromide bromine), CC=1SC(=C(N1)C)C(C)=O (1-(2,4-dimethyl-1,3-thiazol-5-yl)ethanone), Br (HBr). Run in C(C)OCC (diethyl ether), C(C)OCC (diethyl ether), C(C)#N (acetonitrile), C(C)(=O)O (acetic acid). Run at time 1 hour. The product is BrCC(=O)C1=C(N=C(S1)C)C (2-Bromo-1-(2,4-dimethyl-1,3-thiazol-5-yl)ethanone). Isolated yield 66.6%. RXN SMILES: [Br-:1].C[N+](C)(C)C1C=CC=CC=1.BrBr.[CH3:14][C:15]1[S:16][C:17]([C:21](=[O:23])[CH3:22])=[C:18]([CH3:20])[N:19]=1.Br>C(OCC)C.C(#N)C.C(O)(=O)C>[Br:1][CH2:22][C:21]([C:17]1[S:16][C:15]([CH3:14])=[N:19][C:18]=1[CH3:20])=[O:23] |f:0.1.2|. Procedure: N,N,N-Trimethylanilinium bromide-bromine (1:1:1) (1.84 g, 4.9 mmol) was added to a solution of 1-(2,4-dimethyl-1,3-thiazol-5-yl)ethanone (800 mg, 5.15 mmol) in diethyl ether (9 mL) and acetonitrile (3 mL), and HBr in acetic acid (33% w/w, 4 mL). The mixture was stirred for 1 h. The reaction mixture was diluted with diethyl ether (25 mL) and washed with aqueous Na2S2O5 solution (5% w/v, 20 mL). The organic phase was separated off, and the aqueous phase was extracted with diethyl ether (25 mL). Th... Starting materials: OC(C[C@@]1(CCN(C(O1)=O)[C@@H](CC)C1=CC=C(C=C1)B1OC(C(O1)(C)C)(C)C)C1=CC=CC=C1)(C)C ((S)-6-(2-hydroxy-2-methylpropyl)-6-phenyl-3-((S)-1-(4-(4,4,5,5-tetramethyl-1,3,2-dioxaborolan-2-yl)phenyl)propyl)-1,3-oxazinan-2-one), BrC=1SC(=CN1)C(=O)N(C)C (2-bromo-N,N-dimethylthiazole-5-carboxamide). Product: OC(C[C@@]1(CCN(C(O1)=O)[C@@H](C)C1=CC=C(C=C1)C=1SC(=CN1)C(=O)N(C)C)C1=CC=CC=C1)(C)C (2-(4-((S)-1-((S)-6-(2-hydroxy-2-methylpropyl)-2-oxo-6-phenyl-1,3-oxazinan-3-yl)ethyl)phenyl)-N,N-dimethylthiazole-5-carboxamide). As a reaction SMILES: [OH:1][C:2]([CH3:36])([CH3:35])[CH2:3][C@@:4]1([C:29]2[CH:34]=[CH:33][CH:32]=[CH:31][CH:30]=2)[O:9][C:8](=[O:10])[N:7]([C@H:11]([C:14]2[CH:19]=[CH:18][C:17](B3OC(C)(C)C(C)(C)O3)=[CH:16][CH:15]=2)[CH2:12]C)[CH2:6][CH2:5]1.Br[C:38]1[S:39][C:40]([C:43]([N:45]([CH3:47])[CH3:46])=[O:44])=[CH:41][N:42]=1>>[OH:1][C:2]([CH3:35])([CH3:36])[CH2:3][C@@:4]1([C:29]2[CH:34]=[CH:33][CH:32]=[CH:31][CH:30]=2)[O:9][C:8](=[O:10])[N:7]([C@H:11]([C:14]2[CH:15]=[CH:16][C:17]([C:38]3[S:39][C:40]([C:43]([N:45]([CH3:47])[CH3:46])=[O:44])=[CH:41][N:42]=3)=[CH:18][CH:19]=2)[CH3:12])[CH2:6][CH2:5]1. Procedure: The title compound was prepared from (S)-6-(2-hydroxy-2-methylpropyl)-6-phenyl-3-((S)-1-(4-(4,4,5,5-tetramethyl-1,3,2-dioxaborolan-2-yl)phenyl)propyl)-1,3-oxazinan-2-one and 2-bromo-N,N-dimethylthiazole-5-carboxamide following a procedure analogous to that described in Example 459 Step 4. LC-MS Method 2 tR=1.215 min, m/z=450.1; 1H NMR (CD3OD) 0.92 (s, 3H), 1.22 (s, 3H), 1.53 (d, 3H), 2.11 (s, 2H), 2.19-2.28 (m, 1H), 2.40-2.58 (m, 2H), 3.00-3.31 (m, 4H), 5.56 (m, 1H), 7.02 (d, 2H), 7.26-7.39 (m, ... The reactants are [Cl-].CC1(CC(C2=CC(=CC=C12)C[P+](C1=CC=CC=C1)(C1=CC=CC=C1)C1=CC=CC=C1)(C)C)C ([(1,1,3,3-tetramethyl-5-indanyl)methyl]-triphenylphosphonium chloride), C(C)OC(=O)C1=CC=C(C=O)C=C1 (4-ethoxycarbonyl-benzaldehyde). Product: C(C)OC(C1=CC=C(C=C1)\C=C\C=1C=C2C(CC(C2=CC1)(C)C)(C)C)=O (p-[(E)-2-(1,1,3,3-tetramethyl-5-indanyl)vinyl]-benzoic acid ethyl ester). As a reaction SMILES: [Cl-].[CH3:2][C:3]1([CH3:34])[C:11]2[C:6](=[CH:7][C:8]([CH2:12][P+](C3C=CC=CC=3)(C3C=CC=CC=3)C3C=CC=CC=3)=[CH:9][CH:10]=2)[C:5]([CH3:33])([CH3:32])[CH2:4]1.[CH2:35]([O:37][C:38]([C:40]1[CH:47]=[CH:46][C:43]([CH:44]=O)=[CH:42][CH:41]=1)=[O:39])[CH3:36]>>[CH2:35]([O:37][C:38](=[O:39])[C:40]1[CH:47]=[CH:46][C:43](/[CH:44]=[CH:12]/[C:8]2[CH:7]=[C:6]3[C:11](=[CH:10][CH:9]=2)[C:3]([CH3:34])([CH3:2])[CH2:4][C:5]3([CH3:33])[CH3:32])=[CH:42][CH:41]=1)[CH3:36] |f:0.1|. Procedure details: In a manner analogous to that described in Example 1, from [(1,1,3,3-tetramethyl-5-indanyl)methyl]-triphenylphosphonium chloride and 4-ethoxycarbonyl-benzaldehyde there can be obtained p-[(E)-2-(1,1,3,3-tetramethyl-5-indanyl)vinyl]-benzoic acid ethyl ester of melting point 151°-152° C. The reactants are C(C)(C)(C)P(C1=C(C=CC=C1)C1=C(C=CC=C1)C)C(C)(C)C (di-tert-butyl(2′-methyl-[1,1′-biphenyl]-2-yl)phosphine), C(CC=C)O (but-3-en-1-ol), NC=1C(=CC(=C(C#N)C1)Br)Cl (5-amino-2-bromo-4-chlorobenzonitrile), C1(CCCCC1)N(C1CCCCC1)C (N-cyclohexyl-N-methylcyclohexanamine). Reagents/catalysts: C=1C=CC(=CC1)/C=C/C(=O)/C=C/C2=CC=CC=C2.C=1C=CC(=CC1)/C=C/C(=O)/C=C/C2=CC=CC=C2.C=1C=CC(=CC1)/C=C/C(=O)/C=C/C2=CC=CC=C2.[Pd].[Pd] (Pd2 (dba)3). Run in CC#N (CH3CN), CN(C)C=O (DMF), O (H2O). Conditions: temperature 60 celsius. Yields the product NC=1C(=CC(=C(C#N)C1)CCCC=O)Cl (5-amino-4-chloro-2-(4-oxobutyl)benzonitrile). Isolated yield 23.4%. As a reaction SMILES: [NH2:1][C:2]1[C:3]([Cl:11])=[CH:4][C:5](Br)=[C:6]([CH:9]=1)[C:7]#[N:8].C1(N(C)C2CCCCC2)CCCCC1.C(P(C(C)(C)C)C1C=CC=CC=1C1C=CC=CC=1C)(C)(C)C.[CH2:48]([OH:52])[CH2:49][CH:50]=[CH2:51]>CC#N.O.C1C=CC(/C=C/C(/C=C/C2C=CC=CC=2)=O)=CC=1.C1C=CC(/C=C/C(/C=C/C2C=CC=CC=2)=O)=CC=1.C1C=CC(/C=C/C(/C=C/C2C=CC=CC=2)=O)=CC=1.[Pd].[Pd].CN(C=O)C>[NH2:1][C:2]1[C:3]([Cl:11])=[CH:4][C:5]([CH2:51][CH2:50][CH2:49][CH:48]=[O:52])=[C:6]([CH:9]=1)[C:7]#[N:8] |f:6.7.8.9.10|. Procedure: 5-amino-2-bromo-4-chlorobenzonitrile (4 g, 17.28 mmol) and N-cyclohexyl-N-methylcyclohexanamine (5.55 mL, 25.9 mmol) were combined in a 250 ml flask and 2 ml of DMF was added. The flask was evacuated and backfilled with Ar 4×. A suspension of Pd2 (dba)3 (0.316 g, 0.346 mmol) and di-tert-butyl(2′-methyl-[1,1′-biphenyl]-2-yl)phosphine (0.324 g, 1.037 mmol) in CH3CN (32 mL) was heated at 60° C. for 1 min until the solids dissolved and then cooled to room temperature. The solution was added to the f... Reagents/catalysts: PCy3. Starting materials: CC[Si](CC)(CC)B1OC(C)(C)C(C)(C)O1 (effective_coupling_partner), O=C(Oc2ccc(B1OC(C)(C)C(C)(C)O1)cc2)C(C)(C)C (substrate). Product: CC[Si](CC)(CC)c2ccc(B1OC(C)(C)C(C)(C)O1)cc2. Reaction conditions: temperature 80 celsius, time 8.5 hour.